This data is from the Open Reaction Database (ORD), a public repository of structured organic reaction records. The task is: describe an organic reaction: reactants, conditions, products, and yield Starting materials: C(C)OP(=O)(CC1CCCCC1)C[C@H](CNC(C)C1=CC(=C(C=C1)Cl)Cl)O (3-{N-[1-(3,4-dichlorophenyl)ethyl]amino}-2(S)-hydroxy-propyl(cyclohexylmethyl)phosphinic acid ethyl ester). The solvent is Cl (hydrochloric acid). Product: Cl.ClC=1C=C(C=CC1Cl)C(C)NC[C@@H](CP(O)(=O)CC1CCCCC1)O (3-{N-[1-(3,4-dichlorophenyl)ethyl]amino}-2(S)-hydroxy-propyl(cyclohexylmethyl)phosphinic acid hydrochloride). Reaction SMILES: C([O:3][P:4]([CH2:13][C@@H:14]([OH:27])[CH2:15][NH:16][CH:17]([C:19]1[CH:24]=[CH:23][C:22]([Cl:25])=[C:21]([Cl:26])[CH:20]=1)[CH3:18])([CH2:6][CH:7]1[CH2:12][CH2:11][CH2:10][CH2:9][CH2:8]1)=[O:5])C>Cl>[ClH:25].[Cl:26][C:21]1[CH:20]=[C:19]([CH:17]([NH:16][CH2:15][C@H:14]([OH:27])[CH2:13][P:4]([CH2:6][CH:7]2[CH2:8][CH2:9][CH2:10][CH2:11][CH2:12]2)(=[O:3])[OH:5])[CH3:18])[CH:24]=[CH:23][C:22]=1[Cl:25] |f:2.3|. Reported procedure: A solution of 4.1 g of 3-{N-[1-(3,4-dichlorophenyl)ethyl]amino}-2(S)-hydroxy-propyl(cyclohexylmethyl)phosphinic acid ethyl ester in 30 ml of 5N hydrochloric acid is heated at reflux for 24 hours, during which time two phases are formed. The reaction mixture is cooled to room temperature and the solvent is removed under reduced pressure; the residue is taken up in absolute ethanol and the residual water is distilled off azeotropically. The white solid that remains behind is crystallised from isop... Starting materials: N1(C=NC=C1)C1=CC=C(C=C1)O (4(1H-imidazol-1-yl)phenol), ClCCCO (3-chloropropanol), C([O-])([O-])=O.[K+].[K+] (potassium carbonate). The solvent is C(C)C(=O)C (methyl ethyl ketone). Product: N1(C=NC=C1)C1=CC=C(OCCCO)C=C1 (3-[4-(1H-Imidazol-1-yl)phenoxy]-1-propanol). RXN SMILES: [N:1]1([C:6]2[CH:11]=[CH:10][C:9]([OH:12])=[CH:8][CH:7]=2)[CH:5]=[CH:4][N:3]=[CH:2]1.Cl[CH2:14][CH2:15][CH2:16][OH:17].C(=O)([O-])[O-].[K+].[K+]>C(C(C)=O)C>[N:1]1([C:6]2[CH:11]=[CH:10][C:9]([O:12][CH2:14][CH2:15][CH2:16][OH:17])=[CH:8][CH:7]=2)[CH:5]=[CH:4][N:3]=[CH:2]1 |f:2.3.4|. Procedure details: A stirred mixture of 4(1H-imidazol-1-yl)phenol (16.0 g, 0.10 mole), 3-chloropropanol (19.0 g, 0.20 mole), potassium carbonate (28 g, 0.20 mole) and methyl ethyl ketone (100 ml) was heated at reflux temperature for 24 hr. The reaction mixture was cooled, filtered, and the filtrate concentrated. The residue was partitioned between ethyl acetate and 0.01N sodium hydroxide solution. The ethyl acetate layer was dried (magnesium sulfate), diluted with ether, and the solid precipitate collected. The so... Reactants: O=C([O-])[O-], CC(C)C(=O)Cl, NC1CC2CCC(C1)N2Cc1ccccc1, ClCCl, [Na+], [Na+]. Yields the product CC(C)C(=O)NC1CC2CCC(C1)N2Cc1ccccc1. Reaction SMILES: [C:17](=[O:18])([O-:19])[O-:20].[C:23]([CH:24]([CH3:25])[CH3:26])(=[O:27])[Cl:28].[CH2:1]([c:2]1[cH:3][cH:4][cH:5][cH:6][cH:7]1)[N:8]1[CH:9]2[CH2:10][CH:11]([NH2:16])[CH2:12][CH:13]1[CH2:14][CH2:15]2.[Cl:29][CH2:30][Cl:31].[Na+:21].[Na+:22]>>[CH2:1]([c:2]1[cH:3][cH:4][cH:5][cH:6][cH:7]1)[N:8]1[CH:9]2[CH2:10][CH:11]([NH:16][C:23]([CH:24]([CH3:25])[CH3:26])=[O:27])[CH2:12][CH:13]1[CH2:14][CH2:15]2. Starting materials: O1C[C@@H](CC1)NC1=C2N=CN(C2=NC=N1)[C@H]1[C@@H]([C@@H]([C@H](O1)CSC1=C(C(=O)OC)C=CC=C1)O)O (Methyl 2[(5-{6-[((3R)oxolan-3-yl)amino]purin-9-yl}(2S,3S,4R,5R)-3,4-dihydroxyoxolan-2-yl)methylthio]benzoate), SC=1OC2=C(N1)C=CC=C2 (2-mercaptobenzoxazole), C(=O)(OC)C1=C(C=CC=C1)S (2-carbmethoxy thiophenol). Yields the product O1C[C@@H](CC1)NC1=C2N=CN(C2=NC=N1)[C@@H]1O[C@@H]([C@H]([C@H]1O)O)CSC=1OC2=C(N1)C=CC=C2 (2-{6-[((3R)oxolan-3-yl)amino]purin-9-yl}(4S,5S,2R,3R)-5-(benzoxazol-2-ylthiomethyl)oxolane-3,4-diol). Reaction SMILES: [O:1]1[CH2:5][CH2:4][C@@H:3]([NH:6][C:7]2[N:15]=[CH:14][N:13]=[C:12]3[C:8]=2[N:9]=[CH:10][N:11]3[C@@H:16]2[O:20][C@H:19]([CH2:21][S:22]C3C=CC=CC=3C(OC)=O)[C@@H:18]([OH:33])[C@H:17]2[OH:34])[CH2:2]1.S[C:36]1[O:37][C:38]2[CH:44]=[CH:43][CH:42]=[CH:41][C:39]=2[N:40]=1.C(C1C=CC=CC=1S)(OC)=O>>[O:1]1[CH2:5][CH2:4][C@@H:3]([NH:6][C:7]2[N:15]=[CH:14][N:13]=[C:12]3[C:8]=2[N:9]=[CH:10][N:11]3[C@H:16]2[C@H:17]([OH:34])[C@H:18]([OH:33])[C@@H:19]([CH2:21][S:22][C:36]3[O:37][C:38]4[CH:44]=[CH:43][CH:42]=[CH:41][C:39]=4[N:40]=3)[O:20]2)[CH2:2]1. Procedure details: This compound was prepared in a manner similar to that of 23 substituting 2-mercaptobenzoxazole for 2-carbmethoxy thiophenol (M+1)=471.4.